This data is from the Open Reaction Database (ORD), a public repository of structured organic reaction records. The task is: describe an organic reaction: reactants, conditions, products, and yield The reactants are CC(=O)CC(C)C, OC1(c2ccc(Cl)cc2)CCNCC1, O=c1[nH]c2ccccc2n1CCCCCl, [I-], [K+], [Na+], [Na+], O=C([O-])[O-], O. The product is O=c1[nH]c2ccccc2n1CCCCN1CCC(O)(c2ccc(Cl)cc2)CC1. Reaction SMILES: [CH3:39][CH:40]([CH3:41])[CH2:42][C:43](=[O:44])[CH3:45].[Cl:16][c:17]1[cH:18][cH:19][c:20]([C:23]2([OH:29])[CH2:24][CH2:25][NH:26][CH2:27][CH2:28]2)[cH:21][cH:22]1.[Cl:1][CH2:2][CH2:3][CH2:4][CH2:5][n:6]1[c:7](=[O:15])[nH:8][c:9]2[c:10]1[cH:11][cH:12][cH:13][cH:14]2.[I-:37].[K+:36].[Na+:30].[Na+:31].[O-:32][C:33](=[O:34])[O-:35].[OH2:38]>>[CH2:2]([CH2:3][CH2:4][CH2:5][n:6]1[c:7](=[O:15])[nH:8][c:9]2[c:10]1[cH:11][cH:12][cH:13][cH:14]2)[N:26]1[CH2:25][CH2:24][C:23]([c:20]2[cH:19][cH:18][c:17]([Cl:16])[cH:22][cH:21]2)([OH:29])[CH2:28][CH2:27]1. Procedure: To 28.4 g of 6,7-dichloro-2,3-dihydro-3-hydroxy-2-isopropyl-5-methoxybenzo[b]thiophene in 139 ml of glacial acetic acid is added 35 ml of boron trifluoride etherate. The reaction is heated on a steam bath for 10 minutes and allowed to stir at room temperature for 90 min. The reaction is poured into a mixture of 250 ml of 10% sodium hydroxide solution and 150 ml of ice. The mixture is basified with 50% sodium hydroxide solution, diluted with 600 ml of water and extracted with four 300 ml-portions... Reactants: [OH-].[Na+] (sodium hydroxide), ClC=1C(=CC2=C(SC(C2O)C(C)C)C1Cl)OC (6,7-dichloro-2,3-dihydro-3-hydroxy-2-isopropyl-5-methoxybenzo[b]thiophene), B(F)(F)F.CCOCC (boron trifluoride etherate), [OH-].[Na+] (sodium hydroxide), ice. Conditions: time 90 minute. Product: ClC=1C(=CC2=C(SC(=C2)C(C)C)C1Cl)OC (6,7-dichloro-2-isopropyl-5-methoxybenzo[b]thiophene). The solvent is O (water), C(C)(=O)O (acetic acid). Isolated yield 35.8%. RXN SMILES: [Cl:1][C:2]1[C:3]([O:16][CH3:17])=[CH:4][C:5]2[CH:9](O)[CH:8]([CH:11]([CH3:13])[CH3:12])[S:7][C:6]=2[C:14]=1[Cl:15].B(F)(F)F.CCOCC.[OH-].[Na+]>C(O)(=O)C.O>[Cl:1][C:2]1[C:3]([O:16][CH3:17])=[CH:4][C:5]2[CH:9]=[C:8]([CH:11]([CH3:12])[CH3:13])[S:7][C:6]=2[C:14]=1[Cl:15] |f:1.2,3.4|. Reactants: C(C1=CC=CC=C1)[C@@H](COCC1=CC=CC=C1)NC(=O)N(CCC1=CC=CC=C1)CCN(C)C (1-[(1S)-1-benzyl-2-(benzyloxy)ethyl]-3-[2-(dimethylamino)ethyl]-3-phenethyl urea), C(C1=CC=CC=C1)[C@@H](COCC1=CC=CC=C1)NC(=O)N(CCC1=CC=CC=C1)CCN(C)C (1-[(1S)-1-benzyl-2-(benzyloxy)ethyl]-3-[2-(dimethylamino)ethyl]-3-phenethyl urea), [H][H] (hydrogen). The reagents and catalysts are O.[Pd] (palladium hydroxide-on-carbon). Solvent: C(C)O (ethanol). The product is C(C1=CC=CC=C1)[C@@H](CO)NC(=O)N(CCC1=CC=CC=C1)CCN(C)C (1-[(1S)-1-Benzyl-2-hydroxyethyl]-3-[2-(dimethylamino)ethyl]-3-phenethyl urea). Yield: 89.8%. As a reaction SMILES: [CH2:1]([C@H:8]([NH:18][C:19]([N:21]([CH2:30][CH2:31][N:32]([CH3:34])[CH3:33])[CH2:22][CH2:23][C:24]1[CH:29]=[CH:28][CH:27]=[CH:26][CH:25]=1)=[O:20])[CH2:9][O:10]CC1C=CC=CC=1)[C:2]1[CH:7]=[CH:6][CH:5]=[CH:4][CH:3]=1.[H][H]>C(O)C.O.[Pd]>[CH2:1]([C@H:8]([NH:18][C:19]([N:21]([CH2:30][CH2:31][N:32]([CH3:34])[CH3:33])[CH2:22][CH2:23][C:24]1[CH:25]=[CH:26][CH:27]=[CH:28][CH:29]=1)=[O:20])[CH2:9][OH:10])[C:2]1[CH:3]=[CH:4][CH:5]=[CH:6][CH:7]=1 |f:3.4|. Procedure: To a solution of 1-[(1S)-1-benzyl-2-(benzyloxy)ethyl]-3-[2-(dimethylamino)ethyl]-3-phenethyl urea (Compound 2-1, 414 mg) in ethanol (4.5 ml), there was added 20% palladium hydroxide-on-carbon (100 mg) in the nitrogen gas atmosphere. This mixture was stirred for 3 days in the hydrogen gas atmosphere. The palladium-on-carbon was removed by the filtration through celite and the resulting filtrate was concentrated under reduced pressure to thus give the title compound (Compound 3-1, 299 mg). Reactants: [H-].[Na+] (Sodium hydride), C(C1=CC=CC=C1)N1C(=CC2=NC(=CC=C21)N(NC(=O)OC(C)(C)C)C(=O)OC(C)(C)C)C=2N=CN(C2)C(C2=CC=CC=C2)(C2=CC=CC=C2)C2=CC=CC=C2 (di-tert-butyl 1-[1-benzyl-2-(1-trityl-1H-imidazol-4-yl)-1H-pyrrolo[3,2-b]pyridin-5-yl]hydrazine-1,2-dicarboxylate), ICC (iodoethane). RXN SMILES: [H-].[Na+].[CH2:3]([N:10]1[C:18]2[C:13](=[N:14][C:15]([N:19](C(OC(C)(C)C)=O)[NH:20][C:21](OC(C)(C)C)=O)=[CH:16][CH:17]=2)[CH:12]=[C:11]1[C:35]1[N:36]=[CH:37][N:38]([C:40](C2C=CC=CC=2)([C:47]2C=CC=CC=2)C2C=CC=CC=2)[CH:39]=1)[C:4]1[CH:9]=[CH:8][CH:7]=[CH:6][CH:5]=1.I[CH2:60]C>CN(C=O)C>[CH2:3]([N:10]1[C:18]2[CH:17]=[CH:16][C:15]3[N:14]([C:21]([CH3:60])=[N:20][N:19]=3)[C:13]=2[CH:12]=[C:11]1[C:35]1[N:36]=[CH:37][N:38]([CH2:40][CH3:47])[CH:39]=1)[C:4]1[CH:9]=[CH:8][CH:7]=[CH:6][CH:5]=1 |f:0.1|. Solvent: CN(C)C=O (DMF). Reaction conditions: time 10 minute. Procedure details: Sodium hydride (3.1 mg, 0.078 mmol, 60% in mineral oil) was added to a solution of 6-benzyl-7-(1H-imidazol-4-yl)-1-methyl-6H-pyrrolo[2,3-e][1,2,4]triazolo[4,3-a]pyridine (5.1 mg, 0.016 mmol, from Example 74) in DMF (0.20 mL). After 10 minutes, iodoethane (3.7 μL, 0.046 mmol, Aldrich) was introduced and the reaction was allowed to proceed for 15 minutes, at which time it was quenched with water. Purification via preparative HPLC-MS (C18 eluting with a gradient of MeCN and H2O containing 0.15% NH4... Yields the product C(C1=CC=CC=C1)N1C(=CC2=C1C=CC=1N2C(=NN1)C)C=1N=CN(C1)CC (6-benzyl-7-(1-ethyl-1H-imidazol-4-yl)-1-methyl-6H-pyrrolo[2,3-e][1,2,4]triazolo[4,3-a]pyridine). Yield: 59.6%. Reactants: [N+](=O)([O-])C=1C=CC(=C2C=NNC12)CC#N (2-(7-nitro-1H-indazol-4-yl)-acetonitrile). Reagents/catalysts: [Ni] (Raney nickel). The solvent is O1CCCC1 (tetrahydrofuran). Yields the product NC=1C=CC(=C2C=NNC12)CC#N (2-(7-amino-1H-indazol-4-yl)acetonitrile). Yield: 87.8%. As a reaction SMILES: [N+:1]([C:4]1[CH:5]=[CH:6][C:7]([CH2:13][C:14]#[N:15])=[C:8]2[C:12]=1[NH:11][N:10]=[CH:9]2)([O-])=O>O1CCCC1.[Ni]>[NH2:1][C:4]1[CH:5]=[CH:6][C:7]([CH2:13][C:14]#[N:15])=[C:8]2[C:12]=1[NH:11][N:10]=[CH:9]2. Procedure: 20.2 g of 2-(7-nitro-1H-indazol-4-yl)-acetonitrile in 750 ml of tetrahydrofuran is hydrogenated in the presence of 20.0 g of Raney nickel. The product is recrystallized from tetrahydrofuran/hexane, yielding 15.1 g of 2-(7-amino-1H-indazol-4-yl)acetonitrile, mp 164°-165° C. Reaction conditions: time 16 hour. The reagents and catalysts are [I-].C(CCC)[N+](CCCC)(CCCC)CCCC (tetrabutylammonium iodide). RXN SMILES: [Cl:1][C:2]1[CH:7]=[C:6]([Cl:8])[CH:5]=[CH:4][C:3]=1[N:9]1[C:13]([C:14]2[CH:19]=[CH:18][C:17]([C:20]([F:23])([F:22])[F:21])=[CH:16][CH:15]=2)=[C:12]([CH3:24])[C:11]([CH2:25][OH:26])=[N:10]1.[H-].[Na+].[CH2:29]([O:31][C:32](=[O:37])[C:33](Br)([CH3:35])[CH3:34])[CH3:30]>CN(C=O)C.[I-].C([N+](CCCC)(CCCC)CCCC)CCC>[CH2:29]([O:31][C:32](=[O:37])[C:33]([O:26][CH2:25][C:11]1[C:12]([CH3:24])=[C:13]([C:14]2[CH:15]=[CH:16][C:17]([C:20]([F:23])([F:21])[F:22])=[CH:18][CH:19]=2)[N:9]([C:3]2[CH:4]=[CH:5][C:6]([Cl:8])=[CH:7][C:2]=2[Cl:1])[N:10]=1)([CH3:35])[CH3:34])[CH3:30] |f:1.2,5.6|. Starting materials: C(C)OC(C(C)(C)Br)=O (2-Bromo-2-methyl-propionic acid ethyl ester), ClC1=C(C=CC(=C1)Cl)N1N=C(C(=C1C1=CC=C(C=C1)C(F)(F)F)C)CO ([1-(2,4-Dichloro-phenyl)-4-methyl-5-(4-trifluoromethyl-phenyl)-1H-pyrazol-3-yl]-methanol), [H-].[Na+] (sodium hydride). Run in CN(C)C=O (DMF). Procedure details: To a solution of 2 g of [1-(2,4-Dichloro-phenyl)-4-methyl-5-(4-trifluoromethyl-phenyl)-1H-pyrazol-3-yl]-methanol in 15 ml of DMF were added 997 mg of sodium hydride (60% in mineral oil) at room temperature. After 15 min 1.8 g of tetrabutylammonium iodide and 2.9 g of 2-Bromo-2-methyl-propionic acid ethyl ester were added and the reaction mixture was stirred for 16 h at room temperature. After dilution with saturated aqueous sodium hydrogen carbonate solution the reaction mixture was filtered thr... Yields the product C(C)OC(C(C)(C)OCC1=NN(C(=C1C)C1=CC=C(C=C1)C(F)(F)F)C1=C(C=C(C=C1)Cl)Cl)=O (2-[1-(2,4-Dichloro-phenyl)-4-methyl-5-(4-trifluoromethyl-phenyl)-1H-pyrazol-3-ylmethoxy]-2-methyl-propionic acid ethyl ester). The reactants are CCCCCCCCCC (decane), CC(C=C)C (3-methyl-1-butene), CC(C=C)C (3-methyl-1-butene), O=O (oxygen). Reagents/catalysts: [Pd](Cl)Cl (palladium chloride), [Ti] (titanium), [Br-].C(CCCCCCCCCCCCCCC)[N+](C)(C)C (cetyltrimethylammonium bromide). The solvent is O (water). Run at time 2 hour. Yields the product CC(C=C)C (3-methyl-1-butene), C(C)(C)C(=O)C (methyl isopropyl ketone). Reaction SMILES: [CH3:1][CH:2]([CH3:5])[CH:3]=[CH2:4].CCCCCCCCCC.[O:16]=O>[Br-].C([N+](C)(C)C)CCCCCCCCCCCCCCC.[Ti].[Pd](Cl)Cl.O>[CH3:1][CH:2]([CH3:5])[CH:3]=[CH2:4].[CH:2]([C:3]([CH3:4])=[O:16])([CH3:5])[CH3:1] |f:3.4|. Reported procedure: The oxidation of 3-methyl-1-butene was carried out in a 300 cc titanium Autoclave Engineers magnedrive stirred tank reactor. The reactor was charged with 50 mL water, 50 g (68 mL) decane, 0.01 mol palladium chloride, 0.025 mol heteropolyacid, 0.004 mol cetyltrimethylammonium bromide, and 0.29 mol 3-methyl-1-butene. Reaction was carried out for 2 hours, at 120° C. and 150 psig oxygen pressure according to the general procedure set forth above. A 22.1 mol % conversion of 3-methyl-1-butene was obta...